This data is from the Open Reaction Database (ORD), a public repository of structured organic reaction records. The task is: describe an organic reaction: reactants, conditions, products, and yield The reactants are COC1=C(C=C(C(=O)C2=CNC3=NC=CC=C3C2=O)C=C1)C (3-(4-Methoxy-3-methyl-benzoyl)-1H-[1,8]naphthyridin-4-one), C[Si](C)(C)[N-][Si](C)(C)C.[K+] (KHMDS), BrCC1=CC=CC(=N1)C#N (6-Bromomethyl-pyridine-2-carbonitrile). Run in C1CCOC1 (THF), C1CCOC1 (THF). Conditions: time 60 minute. Yields the product COC1=C(C=C(C(=O)C2=CN(C3=NC=CC=C3C2=O)CC2=CC=CC(=N2)C#N)C=C1)C (6-[3-(4-Methoxy-3-methyl-benzoyl)-4-oxo-4H-[1,8]naphthyridin-1-ylmethyl]-pyridine-2-carbonitrile). Isolated yield 21.5%. Reaction SMILES: [CH3:1][O:2][C:3]1[CH:21]=[CH:20][C:6]([C:7]([C:9]2[C:18](=[O:19])[C:17]3[C:12](=[N:13][CH:14]=[CH:15][CH:16]=3)[NH:11][CH:10]=2)=[O:8])=[CH:5][C:4]=1[CH3:22].C[Si]([N-][Si](C)(C)C)(C)C.[K+].Br[CH2:34][C:35]1[N:40]=[C:39]([C:41]#[N:42])[CH:38]=[CH:37][CH:36]=1>C1COCC1>[CH3:1][O:2][C:3]1[CH:21]=[CH:20][C:6]([C:7]([C:9]2[C:18](=[O:19])[C:17]3[C:12](=[N:13][CH:14]=[CH:15][CH:16]=3)[N:11]([CH2:34][C:35]3[N:40]=[C:39]([C:41]#[N:42])[CH:38]=[CH:37][CH:36]=3)[CH:10]=2)=[O:8])=[CH:5][C:4]=1[CH3:22] |f:1.2|. Procedure details: Experimental conditions analogous to those described for Step 3 of Example 1, from 50 mg (0.17 mmol) of 3-(4-Methoxy-3-methyl-benzoyl)-1H-[1,8]naphthyridin-4-one in THF 2 ml, was added KHMDS in THF 0.4 ml (0.2 mmol ) slowly. The reaction mixture was stirred at room temperature for 60 min, followed by the addition of 40 mg (0.2 mmol) of 6-Bromomethyl-pyridine-2-carbonitrile. The mixture was heated to 60° C. for 60 min, then quenched with water and purified with HPLC to give the desired product (1... Reactants: ClCC(=O)N1CCOCC1 (4-(2-chloroacetyl)morpholine), compound A1, Cl.COC=1C=C(C=CC1OC)C1=NN(C([C@@H]2CC=CC[C@H]12)=O)C1CCN(CC1)CC1=CC=C2C=CC(OC2=C1)=O ((4aS,8aR)-4-(3,4-Dimethoxyphenyl)-2-[1-(2-oxo-2H-chromen-7-ylmethyl)-piperidin-4-yl]-4a,5,8,8a-tetrahydro-2H-phthalazin-1-one Hydrochloride). The product is Cl.COC=1C=C(C=CC1OC)C1=NN(C([C@@H]2CC=CC[C@H]12)=O)C1CCN(CC1)C(C)N1CCOCC1 ((4aS,8aR)-4-(3,4-Dimethoxyphenyl)-2-[1-(2-morpholin-4-yl-2-x-ethyl)-piperidin-4-yl]-4a,5,8,8a-tetrahydro-2H-phthalazin-1-one Hydrochloride). RXN SMILES: [Cl:1][CH2:2][C:3]([N:5]1[CH2:10][CH2:9][O:8][CH2:7][CH2:6]1)=O.Cl.[CH3:12][O:13][C:14]1[CH:15]=[C:16]([C:22]2[C@@H:31]3[C@@H:26]([CH2:27][CH:28]=[CH:29][CH2:30]3)[C:25](=[O:32])[N:24]([CH:33]3[CH2:38][CH2:37][N:36](CC4C=C5C(C=CC(=O)O5)=CC=4)[CH2:35][CH2:34]3)[N:23]=2)[CH:17]=[CH:18][C:19]=1[O:20][CH3:21]>>[ClH:1].[CH3:12][O:13][C:14]1[CH:15]=[C:16]([C:22]2[C@@H:31]3[C@@H:26]([CH2:27][CH:28]=[CH:29][CH2:30]3)[C:25](=[O:32])[N:24]([CH:33]3[CH2:38][CH2:37][N:36]([CH:3]([N:5]4[CH2:10][CH2:9][O:8][CH2:7][CH2:6]4)[CH3:2])[CH2:35][CH2:34]3)[N:23]=2)[CH:17]=[CH:18][C:19]=1[O:20][CH3:21] |f:1.2,3.4|. Procedure: Prepared from 4-(2-chloroacetyl)morpholine and starting compound A1 as described for compound 18. M. p. 159-162° C.